describe an organic reaction: reactants, conditions, products, and yield From a dataset of the Open Reaction Database (ORD), a public repository of structured organic reaction records. Starting materials: S1C=NC2=C1C=C(C=C2)N2C(NCC2)=O (1-benzothiazol-6-yl-imidazolidin-2-one), BrC=1C=NC=CC1C=O (3-bromo-pyridine-4-carbaldehyde), N[C@H]1[C@@H](CCCC1)N (trans-1,2-diamino cyclohexane), P(=O)([O-])([O-])[O-].[K+].[K+].[K+] (potassium phosphate). The reagents and catalysts are [Cu](I)I (copper iodide). Run in O1CCOCC1 (1,4-dioxane). Yields the product S1C=NC2=C1C=C(C=C2)N2C(N(CC2)C=2C=NC=CC2C=O)=O (3-(3-Benzothiazol-6-yl-2-oxo-imidazolidin-1-yl)-pyridine-4-carbaldehyde). The yield is 28.7%. As a reaction SMILES: [S:1]1[C:5]2[CH:6]=[C:7]([N:10]3[CH2:14][CH2:13][NH:12][C:11]3=[O:15])[CH:8]=[CH:9][C:4]=2[N:3]=[CH:2]1.Br[C:17]1[CH:18]=[N:19][CH:20]=[CH:21][C:22]=1[CH:23]=[O:24].N[C@@H]1CCCC[C@H]1N.P([O-])([O-])([O-])=O.[K+].[K+].[K+]>[Cu](I)I.O1CCOCC1>[S:1]1[C:5]2[CH:6]=[C:7]([N:10]3[CH2:14][CH2:13][N:12]([C:17]4[CH:18]=[N:19][CH:20]=[CH:21][C:22]=4[CH:23]=[O:24])[C:11]3=[O:15])[CH:8]=[CH:9][C:4]=2[N:3]=[CH:2]1 |f:3.4.5.6|. Procedure: Using the same reaction conditions as in Example 14, 1-benzothiazol-6-yl-imidazolidin-2-one (I-84b: 588.7 mg, 2.688 mmol) was reacted with 3-bromo-pyridine-4-carbaldehyde (500 mg, 2.688 mmol), 1,4-dioxane (10 mL), copper iodide (51.2 mg, 0.2688 mmol), trans-1,2-diamino cyclohexane (92.33 mg, 0.8064 mmol) and potassium phosphate (1.711 g, 8.064 mmol) to afford the crude product. Purification by column chromatography on silica gel (2% MeOH in CHCl3) afforded 250 mg of 3-(3-Benzothiazol-6-yl-2-oxo-... Reactants: ClC1=CC=C(C(=O)C2=C(C3=C(OC(C3)C(=O)O)C(=C2)Cl)Cl)C=C1 (5-(4-chlorobenzoyl)-4,7-dichloro-2,3-dihydrobenzo[b]furan-2-carboxylic acid), Cl.NO (hydroxylamine hydrochloride). The solvent is N1=CC=CC=C1 (pyridine). Yields the product ClC1=CC=C(C(=NO)C2=C(C3=C(OC(C3)C(=O)O)C(=C2)Cl)Cl)C=C1 (5-(4-chloro-α-hydroxyiminobenzyl)4,7-dichloro-2,3-dihydrobenzo[b]furan-2-carboxylic acid). The yield is 97.9%. RXN SMILES: [Cl:1][C:2]1[CH:23]=[CH:22][C:5]([C:6]([C:8]2[CH:19]=[C:18]([Cl:20])[C:11]3[O:12][CH:13]([C:15]([OH:17])=[O:16])[CH2:14][C:10]=3[C:9]=2[Cl:21])=O)=[CH:4][CH:3]=1.Cl.[NH2:25][OH:26]>N1C=CC=CC=1>[Cl:1][C:2]1[CH:23]=[CH:22][C:5]([C:6]([C:8]2[CH:19]=[C:18]([Cl:20])[C:11]3[O:12][CH:13]([C:15]([OH:17])=[O:16])[CH2:14][C:10]=3[C:9]=2[Cl:21])=[N:25][OH:26])=[CH:4][CH:3]=1 |f:1.2|. Procedure: A mixture of 5-(4-chlorobenzoyl)-4,7-dichloro-2,3-dihydrobenzo[b]furan-2-carboxylic acid (10.8 g), hydroxylamine hydrochloride (20.7 g) and pyridine (100 ml) was refluxed for 13 hours. After distilling off the solvent, water was added to the mixture which then was rendered acidic with HCl and subjected to extraction with ether. The ether layer was washed with water and dried. By distilling off the solvent, 11.0 g of 5-(4-chloro-α-hydroxyiminobenzyl)4,7-dichloro-2,3-dihydrobenzo[b]furan-2-carboxy... The reactants are Cn1nnc2cccc(CO)c21, COCCOCCN(CCOCCOC)CCOCCOC, ClCCl, [K+], O=[Mn](=O)(=O)[O-]. Product: Cn1nnc2cccc(C=O)c21. Reaction SMILES: [CH3:29][n:30]1[n:31][n:32][c:33]2[c:34]1[c:35]([CH2:39][OH:40])[cH:36][cH:37][cH:38]2.[CH3:7][O:8][CH2:9][CH2:10][O:11][CH2:12][CH2:13][N:14]([CH2:15][CH2:16][O:17][CH2:18][CH2:19][O:20][CH3:21])[CH2:22][CH2:23][O:24][CH2:25][CH2:26][O:27][CH3:28].[Cl:41][CH2:42][Cl:43].[K+:6].[Mn:1]([O-:2])(=[O:3])(=[O:4])=[O:5]>>[CH3:29][n:30]1[n:31][n:32][c:33]2[c:34]1[c:35]([CH:39]=[O:40])[cH:36][cH:37][cH:38]2. Procedure: To a solution of the benzoic acid (2) (180 mg, 0.55 mmol) in tetrahydrofuran (6 mL) was added 1,1′-carbonyldiimidazole (98 mg, 0.60 mmol). After a period of 2 h, 4-fluoroaniline (61 mg, 0.55 mmol) in tetrahydrofuran (1.5 mL) was added and the mixture was stirred at 75° C. overnight. The tetrahydrofuran was removed in vacuo and the residue was redissolved in ethyl acetate, washed with 10% aqueous hydrochloric acid, saturated aqueous sodium hydrogen carbonate, dried (MgSO4) and concentrated to giv... Reaction SMILES: [CH2:1]([O:8][C:9]([NH:11][CH2:12][C:13]([NH:15][C:16]1[CH:24]=[CH:23][CH:22]=[CH:21][C:17]=1[C:18]([OH:20])=O)=O)=[O:10])[C:2]1[CH:7]=[CH:6][CH:5]=[CH:4][CH:3]=1.C(N1C=CN=C1)(N1C=CN=C1)=O.[F:37][C:38]1[CH:44]=[CH:43][C:41]([NH2:42])=[CH:40][CH:39]=1.C(OCC)(=O)C>O1CCCC1.CCCCCC>[CH2:1]([O:8][C:9](=[O:10])[NH:11][CH2:12][C:13]1[N:42]([C:41]2[CH:43]=[CH:44][C:38]([F:37])=[CH:39][CH:40]=2)[C:18](=[O:20])[C:17]2[C:16](=[CH:24][CH:23]=[CH:22][CH:21]=2)[N:15]=1)[C:2]1[CH:3]=[CH:4][CH:5]=[CH:6][CH:7]=1. Run at temperature 75 celsius, time 2 hour. Product: C(C1=CC=CC=C1)OC(NCC1=NC2=CC=CC=C2C(N1C1=CC=C(C=C1)F)=O)=O ([3-(4-Fluoro-phenyl)-4-oxo-3,4-dihydro-quinazolin-2-ylmethyl]-carbamic acid benzyl ester). The reactants are C(C)(=O)OCC (Ethyl acetate), C(C1=CC=CC=C1)OC(=O)NCC(=O)NC1=C(C(=O)O)C=CC=C1 (2-(2-Benzyloxycarbonylamino-acetylamino)-benzoic acid), C(=O)(N1C=NC=C1)N1C=NC=C1 (1,1′-carbonyldiimidazole), FC1=CC=C(N)C=C1 (4-fluoroaniline). Run in CCCCCC (Hexane), O1CCCC1 (tetrahydrofuran), O1CCCC1 (tetrahydrofuran). The yield is 49.6%. Starting materials: CC(=O)OC(C)(C)C, [O-][Cl+3]([O-])([O-])O, COC(=O)C(O)c1c(C)nc2c(ccn2Cc2ccc(F)c(F)c2)c1I. Product: COC(=O)C(OC(C)(C)C)c1c(C)nc2c(ccn2Cc2ccc(F)c(F)c2)c1I. Reaction SMILES: [C:27]([O:28][C:31]([CH3:32])([CH3:33])[CH3:34])(=[O:29])[CH3:30].[Cl+3:35]([OH:36])([O-:37])([O-:38])[O-:39].[F:1][c:2]1[cH:3][c:4]([CH2:5][n:6]2[cH:7][cH:8][c:9]3[c:10]2[n:11][c:12]([CH3:22])[c:13]([CH:16]([C:17](=[O:18])[O:19][CH3:20])[OH:21])[c:14]3[I:15])[cH:23][cH:24][c:25]1[F:26]>>[F:1][c:2]1[cH:3][c:4]([CH2:5][n:6]2[cH:7][cH:8][c:9]3[c:10]2[n:11][c:12]([CH3:22])[c:13]([CH:16]([C:17](=[O:18])[O:19][CH3:20])[O:21][C:31]([CH3:32])([CH3:33])[CH3:34])[c:14]3[I:15])[cH:23][cH:24][c:25]1[F:26]. Starting materials: [BH4-], C1CCOC1, COC(=O)c1ccc(C=O)n1C, [Cl-], [NH4+], [Na+]. Yields the product COC(=O)c1ccc(CO)n1C. RXN SMILES: [BH4-:13].[CH2:17]1[O:18][CH2:19][CH2:20][CH2:21]1.[CH:1](=[O:2])[c:3]1[cH:4][cH:5][c:6]([C:9](=[O:10])[O:11][CH3:12])[n:7]1[CH3:8].[Cl-:15].[NH4+:16].[Na+:14]>>[CH2:1]([OH:2])[c:3]1[cH:4][cH:5][c:6]([C:9](=[O:10])[O:11][CH3:12])[n:7]1[CH3:8]. Starting materials: ClC=1C(=NC2=CC=C(C=C2N1)C(=O)OC)C1=CC=C(C=C1)F (methyl 3-chloro-2-(4-fluorophenyl)quinoxaline-6-carboxylate), FC(CN)(F)F (2,2,2-trifluoroethan-1-amine), CCN(C(C)C)C(C)C (DIEA). Solvent: CS(=O)C (DMSO), O (water). Product: FC1=CC=C(C=C1)C1=NC2=CC=C(C=C2N=C1NCC(F)(F)F)C(=O)OC (methyl 2-(4-fluorophenyl)-3-[(2,2,2-trifluoroethyl)amino]quinoxaline-6-carboxylate). Isolated yield 66.7%. As a reaction SMILES: Cl[C:2]1[C:3]([C:16]2[CH:21]=[CH:20][C:19]([F:22])=[CH:18][CH:17]=2)=[N:4][C:5]2[C:10]([N:11]=1)=[CH:9][C:8]([C:12]([O:14][CH3:15])=[O:13])=[CH:7][CH:6]=2.[F:23][C:24]([F:28])([F:27])[CH2:25][NH2:26].CCN(C(C)C)C(C)C>CS(C)=O.O>[F:22][C:19]1[CH:20]=[CH:21][C:16]([C:3]2[C:2]([NH:26][CH2:25][C:24]([F:28])([F:27])[F:23])=[N:11][C:10]3[C:5](=[CH:6][CH:7]=[C:8]([C:12]([O:14][CH3:15])=[O:13])[CH:9]=3)[N:4]=2)=[CH:17][CH:18]=1. Reported procedure: To a solution of methyl 3-chloro-2-(4-fluorophenyl)quinoxaline-6-carboxylate (500 mg, 1.58 mmol) in DMSO (23 ml) was added 2,2,2-trifluoroethan-1-amine (188 mg, 1.90 mmol) and DIEA (407 mg, 3.15 mmol,) with stirring, and the resulting mixture was allowed to react for 4 days at 110° C. in an oil bath. The reaction mixture was diluted with water (80 ml), extracted with dichloromethane (4×15 ml), dried over anhydrous sodium sulfate, and concentrated in vacuo to give the residue, which was purified ... Reactants: C(C1=CC=CC=C1)ON=C(CC(=O)OC)CC (methyl 3-benzyloxyiminovalerate), [Se](=O)=O (selenium dioxide), O (water). Solvent: ClC1=CC=CC=C1 (chlorbenzene). Reaction conditions: temperature 120 celsius, time 8 hour. Yields the product C(C1=CC=CC=C1)ON=C(C(C(=O)OC)=O)CC (methyl 3-benzyloxyimino-2-oxovalerate). Isolated yield 62.5%. Reaction SMILES: [CH2:1]([O:8][N:9]=[C:10]([CH2:16][CH3:17])[CH2:11][C:12]([O:14][CH3:15])=[O:13])[C:2]1[CH:7]=[CH:6][CH:5]=[CH:4][CH:3]=1.[Se](=O)=[O:19].O>ClC1C=CC=CC=1>[CH2:1]([O:8][N:9]=[C:10]([CH2:16][CH3:17])[C:11](=[O:19])[C:12]([O:14][CH3:15])=[O:13])[C:2]1[CH:7]=[CH:6][CH:5]=[CH:4][CH:3]=1. Reported procedure: To a solution of 47.06 g (0.2 mol) of methyl 3-benzyloxyiminovalerate in 150 ml of chlorbenzene, 24.41 g (0.22 mol) of selenium dioxide was added and the mixture was stirred for 8 hours at 120° C. After adding 200 ml of water and filtering through Celite, the filtrate was extracted three times with 200 ml of diethylether. After washing with water and a saturated aqueous sodium chloride followed by drying over with anhydrous magnesium sulfate, the solvent was distilled off under reduced pressure ...